Dataset: the Open Reaction Database (ORD), a public repository of structured organic reaction records. Task: describe an organic reaction: reactants, conditions, products, and yield Reactants: COC=1C(=NC=CC1)N (3-Methoxypyridine-2-amine), C1(=CC=CC=C1)C (toluene), ClS(=O)(=O)C=1C=C(C(=O)Cl)C=CC1 (3-(chlorosulfonyl)benzoyl chloride), C(C)(=O)OCC (Ethyl acetate). Run at time 8 hour. Yields the product COC=1C(=NC=CC1)N(C(=O)C=1C=C(C=CC1)S(=O)(=O)Cl)C(=O)C=1C=C(C=CC1)S(=O)(=O)Cl (3,3′-{[(3-Methoxypyridin-2-yl)imino]dicarbonyl}dibenzenesulfonyl chloride). Yield: 18.0%. RXN SMILES: [CH3:1][O:2][C:3]1[C:4]([NH2:9])=[N:5][CH:6]=[CH:7][CH:8]=1.[C:10]1(C)C=[CH:14][CH:13]=[CH:12][CH:11]=1.[Cl:17][S:18]([C:21]1[CH:22]=[C:23]([CH:27]=[CH:28][CH:29]=1)[C:24](Cl)=[O:25])(=[O:20])=[O:19].C([O:33][CH2:34][CH3:35])(=O)C>>[CH3:1][O:2][C:3]1[C:4]([N:9]([C:34]([C:35]2[CH:10]=[C:11]([S:18]([Cl:17])(=[O:20])=[O:19])[CH:12]=[CH:13][CH:14]=2)=[O:33])[C:24]([C:23]2[CH:22]=[C:21]([S:18]([Cl:17])(=[O:20])=[O:19])[CH:29]=[CH:28][CH:27]=2)=[O:25])=[N:5][CH:6]=[CH:7][CH:8]=1. Reported procedure: 3-Methoxypyridine-2-amine (780 mg) was added to a toluene (50 mL) solution of 3-(chlorosulfonyl)benzoyl chloride (3.00 g), and stirred overnight at room temperature. Ethyl acetate was added to the reaction liquid, then washed twice with water and once with saturated brine, and dried with sodium sulfate. The drying agent was removed through filtration, and the solvent was evaporated off under reduced pressure. The residue was purified through silica gel column chromatography (ethyl acetate/hexane... Starting materials: C(C)C=1N(C(=C(N1)C(C)(C)O)C(=O)OCC)CC1=CC=C(C=C1)C1=C(C=CC=C1)C1=NN=NN1C(C1=CC=CC=C1)(C1=CC=CC=C1)C1=CC=CC=C1 (ethyl 2-ethyl-4-(1-hydroxy-1-methylethyl)-1-{4-[2-(trityltetrazol-5-yl)phenyl]phenyl}methylimidazole-5-carboxylate), C(C)(=O)O (acetic acid). The solvent is O (water). Yields the product C(C)C=1N(C(=C(N1)C(C)(C)O)C(=O)OCC)CC1=CC=C(C=C1)C1=C(C=CC=C1)C1=NN=NN1 (Ethyl 2-ethyl-4-(1-hydroxy-1-methylethyl)-1-{4-[2-(tetrazol-5-yl) phenyl]phenyl}methylimidazole-5-carboxylate). The yield is 97.2%. RXN SMILES: [CH2:1]([C:3]1[N:4]([CH2:17][C:18]2[CH:23]=[CH:22][C:21]([C:24]3[CH:29]=[CH:28][CH:27]=[CH:26][C:25]=3[C:30]3[N:34](C(C4C=CC=CC=4)(C4C=CC=CC=4)C4C=CC=CC=4)[N:33]=[N:32][N:31]=3)=[CH:20][CH:19]=2)[C:5]([C:12]([O:14][CH2:15][CH3:16])=[O:13])=[C:6]([C:8]([OH:11])([CH3:10])[CH3:9])[N:7]=1)[CH3:2].C(O)(=O)C>O>[CH2:1]([C:3]1[N:4]([CH2:17][C:18]2[CH:23]=[CH:22][C:21]([C:24]3[CH:29]=[CH:28][CH:27]=[CH:26][C:25]=3[C:30]3[NH:34][N:33]=[N:32][N:31]=3)=[CH:20][CH:19]=2)[C:5]([C:12]([O:14][CH2:15][CH3:16])=[O:13])=[C:6]([C:8]([OH:11])([CH3:9])[CH3:10])[N:7]=1)[CH3:2]. Procedure details: A solution of 1.9 g of ethyl 2-ethyl-4-(1-hydroxy-1-methylethyl)-1-{4-[2-(trityltetrazol-5-yl)phenyl]phenyl}methylimidazole-5-carboxylate [prepared as described in step (a) above] in 28 ml of 75% v/v aqueous acetic acid was stirred at 60° C. for 2 hours. At the end of this time, the reaction mixture was diluted with 7 ml of water and cooled to room temperature. Precipitated trityl alcohol was removed by filtration, and the filtrate was concentrated by evaporation under reduced pressure. The syru... Reactants: C#Cc1cccc(N)c1, CS(C)=O, Clc1nccc(Nc2cnc3ccccc3c2)n1, ClCCl. The product is C#Cc1cccc(Nc2nccc(Nc3cnc4ccccc4c3)n2)c1. RXN SMILES: [C:19](#[CH:20])[c:21]1[cH:22][c:23]([NH2:24])[cH:25][cH:26][cH:27]1.[CH3:28][S:29]([CH3:30])=[O:31].[Cl:1][c:2]1[n:3][cH:4][cH:5][c:6]([NH:8][c:9]2[cH:10][n:11][c:12]3[cH:13][cH:14][cH:15][cH:16][c:17]3[cH:18]2)[n:7]1.[Cl:32][CH2:33][Cl:34]>>[c:2]1([NH:24][c:23]2[cH:22][c:21]([C:19]#[CH:20])[cH:27][cH:26][cH:25]2)[n:3][cH:4][cH:5][c:6]([NH:8][c:9]2[cH:10][n:11][c:12]3[cH:13][cH:14][cH:15][cH:16][c:17]3[cH:18]2)[n:7]1. Reactants: ClCCC(=O)NC=1C=C2C(=C(C=NC2=CC1N1CCOCC1)C#N)NC1=CC(=C(C=C1)F)Cl (3-chloro-N-[4-(3-chloro-4-fluoroanilino)-3-cyano-7-(4-morpholinyl)-6-quinolinyl]propanamide), CC(C)(C)[O-].[K+].CC(C)(C)O (KOtBu tBuOH). The solvent is C1CCOC1 (THF). Product: ClC=1C=C(NC2=C(C=NC3=CC(=C(C=C23)NC(C=C)=O)N2CCOCC2)C#N)C=CC1F (N-[4-(3-Chloro-4-fluoroanilino)-3-cyano-7-(4-morpholinyl)-6-quinolinyl]acrylamide). Isolated yield 101.6%. As a reaction SMILES: Cl[CH2:2][CH2:3][C:4]([NH:6][C:7]1[CH:8]=[C:9]2[C:14](=[CH:15][C:16]=1[N:17]1[CH2:22][CH2:21][O:20][CH2:19][CH2:18]1)[N:13]=[CH:12][C:11]([C:23]#[N:24])=[C:10]2[NH:25][C:26]1[CH:31]=[CH:30][C:29]([F:32])=[C:28]([Cl:33])[CH:27]=1)=[O:5].CC([O-])(C)C.[K+].CC(O)(C)C>C1COCC1>[Cl:33][C:28]1[CH:27]=[C:26]([CH:31]=[CH:30][C:29]=1[F:32])[NH:25][C:10]1[C:9]2[C:14](=[CH:15][C:16]([N:17]3[CH2:18][CH2:19][O:20][CH2:21][CH2:22]3)=[C:7]([NH:6][C:4](=[O:5])[CH:3]=[CH2:2])[CH:8]=2)[N:13]=[CH:12][C:11]=1[C:23]#[N:24] |f:1.2.3|. Procedure: To a stirred solution of 3-chloro-N-[4-(3-chloro-4-fluoroanilino)-3-cyano-7-(4-morpholinyl)-6-quinolinyl]propanamide (0.30 g, 0.61 mmol) in 1.2 ml of THF at 0° was added 1.2 ml of 1.0 M KOtBu/tBuOH dropwise during 1 m. After 2 h at 0° the reaction was quenched with solid CO2 and partitioned with DCM-water. The organic layer was washed with water, dried, and evaporated to give 0.28 g of the title compound as a white amorphous solid; ms 452.2 (M+H)+. Reactants: COc1cc(C=O)cc(OC)c1OC, C[O-], CO, O=c1c2c(nc3ccc(Cl)cn13)CCC2, [Na+]. Product: COc1cc(C=C2CCc3c2nc2ccc(Cl)cn2c3=O)cc(OC)c1OC. RXN SMILES: [CH3:16][O:17][c:18]1[cH:19][c:20]([CH:21]=[O:22])[cH:23][c:24]([O:28][CH3:29])[c:25]1[O:26][CH3:27].[CH3:30][O-:31].[CH3:33][OH:34].[Cl:1][c:2]1[cH:3][cH:4][c:5]2[n:6]([c:7](=[O:14])[c:8]3[c:9]([n:10]2)[CH2:11][CH2:12][CH2:13]3)[cH:15]1.[Na+:32]>>[Cl:1][c:2]1[cH:3][cH:4][c:5]2[n:6]([c:7](=[O:14])[c:8]3[c:9]([n:10]2)[C:11](=[CH:21][c:20]2[cH:19][c:18]([O:17][CH3:16])[c:25]([O:26][CH3:27])[c:24]([O:28][CH3:29])[cH:23]2)[CH2:12][CH2:13]3)[cH:15]1. Starting materials: NC1=C(C(=O)C2=C(C=CC=C2)F)C=C(C=C1)Cl (2-amino-5-chloro-2'-fluorobenzophenone), [N-]=[N+]=[N-].[Na+] (sodium azide), N(=O)[O-].[Na+] (sodium nitrite), C(C)(=O)[O-].[Na+] (sodium acetate). Solvent: C(C)(=O)O (acetic acid), Cl (hydrochloric acid), O (water), ice. Yields the product N(=[N+]=[N-])C1=C(C(=O)C2=C(C=CC=C2)F)C=C(C=C1)Cl (2-azido-5-chloro-2'-fluorobenzophenone). RXN SMILES: [NH2:1][C:2]1[CH:16]=[CH:15][C:14]([Cl:17])=[CH:13][C:3]=1[C:4]([C:6]1[CH:11]=[CH:10][CH:9]=[CH:8][C:7]=1[F:12])=[O:5].N([O-])=O.[Na+].C([O-])(=O)C.[Na+].[N-:27]=[N+:28]=[N-].[Na+]>C(O)(=O)C.Cl.O>[N:1]([C:2]1[CH:16]=[CH:15][C:14]([Cl:17])=[CH:13][C:3]=1[C:4]([C:6]1[CH:11]=[CH:10][CH:9]=[CH:8][C:7]=1[F:12])=[O:5])=[N+:27]=[N-:28] |f:1.2,3.4,5.6|. Procedure details: 10 G (0.04 mol) of 2-amino-5-chloro-2'-fluorobenzophenone are dissolved in a mixture of 40 ml of glacial acetic acid and 10 ml of concentrated hydrochloric acid and diazotised with 10 ml (0.04 mol) of 4 M sodium nitrite solution. The mixture is then diluted with 200 ml of ice-cold water and neutralised by addition of 16.3 g (0.12 mol) of crystalline sodium acetate. The turbid solution is clarified by filtration using active charcoal and a solution of 8.5 g (0.13 mol) of sodium azide in 100 ml of... Reactants: [Br-], COC1=CC(=O)CN(Cc2ccccc2)C1, C1CCOC1, Cl, FC(F)(F)c1ccc([Mg+])cc1. The product is Cl, O=C1C=C(c2ccc(C(F)(F)F)cc2)CN(Cc2ccccc2)C1, O. As a reaction SMILES: [Br-:1].[CH2:13]([c:14]1[cH:15][cH:16][cH:17][cH:18][cH:19]1)[N:20]1[CH2:21][C:22](=[O:28])[CH:23]=[C:24]([O:26][CH3:27])[CH2:25]1.[CH2:30]1[O:31][CH2:32][CH2:33][CH2:34]1.[ClH:29].[F:2][C:3]([c:4]1[cH:5][cH:6][c:7]([Mg+:10])[cH:8][cH:9]1)([F:11])[F:12]>>[ClH:29].[F:2][C:3]([c:4]1[cH:5][cH:6][c:7]([C:24]2=[CH:23][C:22](=[O:28])[CH2:21][N:20]([CH2:13][c:14]3[cH:15][cH:16][cH:17][cH:18][cH:19]3)[CH2:25]2)[cH:8][cH:9]1)([F:11])[F:12].[OH2:26]. Starting materials: O=C([O-])[O-], CCc1cc(O)cc(CC)c1-c1cccc(C=O)c1, Cc1ccc(S(=O)(=O)OCCCS(C)(=O)=O)cc1, CN(C)C=O, [K+], [K+], O. The product is CCc1cc(OCCCS(C)(=O)=O)cc(CC)c1-c1cccc(C=O)c1. Reaction SMILES: [C:38](=[O:39])([O-:40])[O-:41].[CH2:1]([CH3:2])[c:3]1[c:4](-[c:12]2[cH:13][c:14]([CH:18]=[O:19])[cH:15][cH:16][cH:17]2)[c:5]([CH2:10][CH3:11])[cH:6][c:7]([OH:9])[cH:8]1.[CH3:20][c:21]1[cH:22][cH:23][c:24]([S:25]([O:26][CH2:31][CH2:32][CH2:33][S:34](=[O:35])(=[O:36])[CH3:37])(=[O:27])=[O:28])[cH:29][cH:30]1.[CH3:45][N:46]([CH3:47])[CH:48]=[O:49].[K+:42].[K+:43].[OH2:44]>>[CH2:1]([CH3:2])[c:3]1[c:4](-[c:12]2[cH:13][c:14]([CH:18]=[O:19])[cH:15][cH:16][cH:17]2)[c:5]([CH2:10][CH3:11])[cH:6][c:7]([O:9][CH2:31][CH2:32][CH2:33][S:34](=[O:35])(=[O:36])[CH3:37])[cH:8]1. The reactants are C1(=CCCCC1)CO (cyclohexenylmethanol), [H-].[Na+] (sodium hydride), ClCC1=CC=C(C=C1)OC (1-(chloromethyl)-4-methoxybenzene). Run in CN(C=O)C (N,N-dimethylformamide). Reaction conditions: time 0.5 hour. Yields the product C1(=CCCCC1)COCC1=CC=C(C=C1)OC (1-((cyclohexenylmethoxy)methyl)-4-methoxybenzene). Isolated yield 67.6%. RXN SMILES: [C:1]1([CH2:7][OH:8])[CH2:6][CH2:5][CH2:4][CH2:3][CH:2]=1.[H-].[Na+].Cl[CH2:12][C:13]1[CH:18]=[CH:17][C:16]([O:19][CH3:20])=[CH:15][CH:14]=1>CN(C)C=O>[C:1]1([CH2:7][O:8][CH2:12][C:13]2[CH:18]=[CH:17][C:16]([O:19][CH3:20])=[CH:15][CH:14]=2)[CH2:6][CH2:5][CH2:4][CH2:3][CH:2]=1 |f:1.2|. Procedure details: To a mixture of cyclohexenylmethanol (2.50 g, 22.3 mmol) in N,N-dimethylformamide (40 mL) and sodium hydride (60% dispersion in mineral oil, 0.89 g, 22.3 mmol) was added in portions at 0° C. The reaction mixture was stirred for 0.5 hour, then added 1-(chloromethyl)-4-methoxybenzene (3.49 g, 22.3 mmol). The reaction mixture was stirred for another 0.5 hour and quenched with slow addition of water (50 mL). The organic layer was extracted with ethyl acetate (80 mL) and concentrated in vacuo to dryn... The reactants are NC=1SC=C(N1)CC(=O)OCC (ethyl 2-aminothiazol-4-ylacetate), ClC(Cl)(Cl)N=C=O (trichloromethylisocyanate), ClC(Cl)(Cl)N=C=O (trichloromethylisocyanate). Run in C(C)(=O)OCC (ethyl acetate). The product is ClC(NC(NC=1SC=C(N1)CC(=O)OCC)=O)(Cl)Cl (ethyl 2-(3-trichloromethylureido)thiazol-4-ylacetate). Isolated yield 49.7%. As a reaction SMILES: [NH2:1][C:2]1[S:3][CH:4]=[C:5]([CH2:7][C:8]([O:10][CH2:11][CH3:12])=[O:9])[N:6]=1.[Cl:13][C:14]([N:17]=[C:18]=[O:19])([Cl:16])[Cl:15]>C(OCC)(=O)C>[Cl:13][C:14]([Cl:16])([Cl:15])[NH:17][C:18](=[O:19])[NH:1][C:2]1[S:3][CH:4]=[C:5]([CH2:7][C:8]([O:10][CH2:11][CH3:12])=[O:9])[N:6]=1. Procedure details: To a solution of ethyl 2-aminothiazol-4-ylacetate (1.86 g.) in dried ethyl acetate (37 ml.) was dropwise added trichloromethylisocyanate (1.6 g.) with stirring under ice-cooling. The mixture was stirred for 2 hours at room temperature, and trichloromethylisocyanate (0.32 g.) was further added thereto, and then the mixture was further stirred for 1 hour at room temperature. After the reaction, the reaction mixture was filtered. The filtrate was washed with a saturated aqueous solution of sodium c...